Dataset: the Open Reaction Database (ORD), a public repository of structured organic reaction records. Task: describe an organic reaction: reactants, conditions, products, and yield Reactants: resultant mixture, C([O-])(O)=O.[Na+] (sodium bicarbonate), CC1=C(C=C(C=C1)NC(C1=C(C(=CC=C1)N1CCOCC1)[N+](=O)[O-])=O)NC(C1=CC=C(C=C1)CN(CC)CC)=O (N-[2-methyl-5-(3-morpholino-2-nitrobenzamido)phenyl]-4-diethylaminomethylbenzamide), C(C)(=O)O (acetic acid), O (water). The reagents and catalysts are [Fe] (iron). Solvent: C(C)O (ethanol). Conditions: temperature 95 celsius. Product: NC1=C(C(=O)NC=2C=CC(=C(C2)NC(C2=CC=C(C=C2)CN(CC)CC)=O)C)C=CC=C1N1CCOCC1 (N-[5-(2-amino-3-morpholinobenzamido)-2-methylphenyl]-4-diethylaminomethylbenzamide). The yield is 72.2%. Reaction SMILES: [CH3:1][C:2]1[CH:7]=[CH:6][C:5]([NH:8][C:9](=[O:25])[C:10]2[CH:15]=[CH:14][CH:13]=[C:12]([N:16]3[CH2:21][CH2:20][O:19][CH2:18][CH2:17]3)[C:11]=2[N+:22]([O-])=O)=[CH:4][C:3]=1[NH:26][C:27](=[O:40])[C:28]1[CH:33]=[CH:32][C:31]([CH2:34][N:35]([CH2:38][CH3:39])[CH2:36][CH3:37])=[CH:30][CH:29]=1.C(O)(=O)C.O.C(=O)(O)[O-].[Na+]>[Fe].C(O)C>[NH2:22][C:11]1[C:12]([N:16]2[CH2:21][CH2:20][O:19][CH2:18][CH2:17]2)=[CH:13][CH:14]=[CH:15][C:10]=1[C:9]([NH:8][C:5]1[CH:6]=[CH:7][C:2]([CH3:1])=[C:3]([NH:26][C:27](=[O:40])[C:28]2[CH:29]=[CH:30][C:31]([CH2:34][N:35]([CH2:38][CH3:39])[CH2:36][CH3:37])=[CH:32][CH:33]=2)[CH:4]=1)=[O:25] |f:3.4|. Reported procedure: A mixture of N-[2-methyl-5-(3-morpholino-2-nitrobenzamido)phenyl]-4-diethylaminomethylbenzamide (1.21 g), iron powder (1.24 g), glacial acetic acid (0.44 ml), water (2.2 ml) and ethanol (22.2 ml) was stirred and heated to 95° C. for 9 hours. The resultant mixture was cooled to ambient temperature and basified to pH9 by the addition of a saturated aqueous sodium bicarbonate solution. The mixture was filtered and the filtrate was evaporated. The residue was partitioned between ethyl acetate and a ... Product: CCC(O)c1ccc(-c2nn(Cc3ccccc3)c3ccccc23)o1. The reactants are [Br-], C1CCOC1, CC[Mg+], O=Cc1ccc(-c2nn(Cc3ccccc3)c3ccccc23)o1, CCOCC. RXN SMILES: [Br-:1].[CH2:28]1[O:29][CH2:30][CH2:31][CH2:32]1.[CH2:2]([CH3:3])[Mg+:4].[CH2:5]([c:6]1[cH:7][cH:8][cH:9][cH:10][cH:11]1)[n:12]1[n:13][c:14](-[c:21]2[o:22][c:23]([CH:26]=[O:27])[cH:24][cH:25]2)[c:15]2[cH:16][cH:17][cH:18][cH:19][c:20]12.[CH3:33][CH2:34][O:35][CH2:36][CH3:37]>>[CH2:2]([CH3:3])[CH:26]([c:23]1[o:22][c:21](-[c:14]2[n:13][n:12]([CH2:5][c:6]3[cH:7][cH:8][cH:9][cH:10][cH:11]3)[c:20]3[c:15]2[cH:16][cH:17][cH:18][cH:19]3)[cH:25][cH:24]1)[OH:27].